This data is from the Open Reaction Database (ORD), a public repository of structured organic reaction records. The task is: describe an organic reaction: reactants, conditions, products, and yield The reactants are O=C([O-])[O-], CN1CCOCC1, ClC(Cl)Cl, CCOC(=O)Cl, [K+], [K+], CC(C)(N)CN, O, O=C(O)CNC(=O)Cc1ccccc1. Product: CC(C)(N)CNC(=O)CNC(=O)Cc1ccccc1. As a reaction SMILES: [C:34](=[O:35])([O-:36])[O-:37].[CH3:15][N:16]1[CH2:17][CH2:18][O:19][CH2:20][CH2:21]1.[CH:41]([Cl:42])([Cl:43])[Cl:44].[Cl:22][C:23]([O:24][CH2:25][CH3:26])=[O:27].[K+:38].[K+:39].[NH2:28][CH2:29][C:30]([CH3:31])([CH3:32])[NH2:33].[OH2:40].[OH:1][C:2](=[O:3])[CH2:4][NH:5][C:6](=[O:7])[CH2:8][c:9]1[cH:10][cH:11][cH:12][cH:13][cH:14]1>>[C:2](=[O:3])([CH2:4][NH:5][C:6](=[O:7])[CH2:8][c:9]1[cH:10][cH:11][cH:12][cH:13][cH:14]1)[NH:28][CH2:29][C:30]([CH3:31])([CH3:32])[NH2:33]. Reactants: CCCCCCCCc1ccc(OCC(=O)Cn2ccc(C(=O)OC(C)(C)C)c2)cc1, CCOCC, ClCCl. Yields the product CCCCCCCCc1ccc(OCC(=O)Cn2ccc(C(=O)O)c2)cc1. Reaction SMILES: [C:1]([CH3:2])([CH3:3])([CH3:4])[O:5][C:6](=[O:7])[c:8]1[cH:9][n:10]([CH2:13][C:14]([CH2:15][O:16][c:17]2[cH:18][cH:19][c:20]([CH2:23][CH2:24][CH2:25][CH2:26][CH2:27][CH2:28][CH2:29][CH3:30])[cH:21][cH:22]2)=[O:31])[cH:11][cH:12]1.[CH3:35][CH2:36][O:37][CH2:38][CH3:39].[Cl:32][CH2:33][Cl:34]>>[O:5]=[C:6]([OH:7])[c:8]1[cH:9][n:10]([CH2:13][C:14]([CH2:15][O:16][c:17]2[cH:18][cH:19][c:20]([CH2:23][CH2:24][CH2:25][CH2:26][CH2:27][CH2:28][CH2:29][CH3:30])[cH:21][cH:22]2)=[O:31])[cH:11][cH:12]1. Reactants: CS(=O)(=O)OCC1CC(N(CC1)C1=CC=CC=C1)=O ((2-oxo-1-phenylpiperidin-4yl)methyl methanesulfonate), [N-]=[N+]=[N-].[Na+] (sodium azide). Solvent: CS(=O)C (dimethylsulfoxide), C(C)(=O)OCC (ethyl acetate). Conditions: time 18 hour. Product: N(=[N+]=[N-])CC1CC(N(CC1)C1=CC=CC=C1)=O (4-(azidomethyl)-1-phenylpiperidin-2-one). As a reaction SMILES: CS(O[CH2:6][CH:7]1[CH2:12][CH2:11][N:10]([C:13]2[CH:18]=[CH:17][CH:16]=[CH:15][CH:14]=2)[C:9](=[O:19])[CH2:8]1)(=O)=O.[N-:20]=[N+:21]=[N-:22].[Na+]>CS(C)=O.C(OCC)(=O)C>[N:20]([CH2:6][CH:7]1[CH2:12][CH2:11][N:10]([C:13]2[CH:18]=[CH:17][CH:16]=[CH:15][CH:14]=2)[C:9](=[O:19])[CH2:8]1)=[N+:21]=[N-:22] |f:1.2|. Procedure details: (2-oxo-1-phenylpiperidin-4yl)methyl methanesulfonate (0.37 g, 1.3 mmol) was dissolved in dimethylsulfoxide (6 mL), treated with sodium azide (0.18 g, 2.8 mmol, 2.1 equiv) and placed into a preheated oil bath at 60° C. for 18 hours. The mixture was cooled to ambient temperature, diluted with ethyl acetate (50 mL) and washed twice with water (50 mL) and brine (50 mL). The organic extract was dried with sodium sulfate, filtered and concentrated in vacuo, providing the titled compound. Starting materials: NCC=1C=C(C=CC1)C1=C2CCCN(C2=CC=C1)C(CCCOC1=C(C(=CC=C1)C)C)=O (1-(5-(3-(aminomethyl)phenyl)-3,4-dihydroquinolin-1(2H)-yl)-4-(2,3-dimethylphenoxy)butan-1-one), CC1=C(OCCCC(=O)N2CCCC3=C(C=CC=C23)C=2C=C(CNC(OC(C)(C)C)=O)C=CC2)C=CC=C1C (tert-butyl 3-(1-(4-(2,3-dimethylphenoxy)butanoyl)-1,2,3,4-tetrahydroquinolin-5-yl)benzylcarbamate), CC1=C(OCCCC(=O)N2CCCC3=C(C=CC=C23)C=2C=NN(C2)CC=2C=C(C(=O)NCCNC(OC(C)(C)C)=O)C=CC2)C=CC=C1C (tert-butyl 2-(3-((4-(1-(4-(2,3-dimethylphenoxy)butanoyl)-1,2,3,4-tetrahydroquinolin-5-yl)-1H-pyrazol-1-yl)methyl)benzamido)ethylcarbamate). Yields the product NCCNC(C1=CC(=CC=C1)CN1N=CC(=C1)C1=C2CCCN(C2=CC=C1)C(CCCOC1=C(C(=CC=C1)C)C)=O)=O (N-(2-Aminoethyl)-3-((4-(1-(4-(2,3-dimethylphenoxy)butanoyl)-1,2,3,4-tetrahydroquinolin-5-yl)-1H-pyrazol-1-yl)methyl)benzamide). RXN SMILES: NCC1C=C(C2C=CC=C3C=2CCCN3C(=O)CCCOC2C=CC=C(C)C=2C)C=CC=1.CC1C(C)=CC=CC=1OCCCC(N1C2C(=C(C3C=C(C=CC=3)CNC(=O)OC(C)(C)C)C=CC=2)CCC1)=O.[CH3:72][C:73]1[C:119]([CH3:120])=[CH:118][CH:117]=[CH:116][C:74]=1[O:75][CH2:76][CH2:77][CH2:78][C:79]([N:81]1[C:90]2[C:85](=[C:86]([C:91]3[CH:92]=[N:93][N:94]([CH2:96][C:97]4[CH:98]=[C:99]([CH:113]=[CH:114][CH:115]=4)[C:100]([NH:102][CH2:103][CH2:104][NH:105]C(=O)OC(C)(C)C)=[O:101])[CH:95]=3)[CH:87]=[CH:88][CH:89]=2)[CH2:84][CH2:83][CH2:82]1)=[O:80]>>[NH2:105][CH2:104][CH2:103][NH:102][C:100](=[O:101])[C:99]1[CH:113]=[CH:114][CH:115]=[C:97]([CH2:96][N:94]2[CH:95]=[C:91]([C:86]3[CH:87]=[CH:88][CH:89]=[C:90]4[C:85]=3[CH2:84][CH2:83][CH2:82][N:81]4[C:79](=[O:80])[CH2:78][CH2:77][CH2:76][O:75][C:74]3[CH:116]=[CH:117][CH:118]=[C:119]([CH3:120])[C:73]=3[CH3:72])[CH:92]=[N:93]2)[CH:98]=1. Procedure: The title compound was prepared using a procedure analogous to 1-(5-(3-(aminomethyl)phenyl)-3,4-dihydroquinolin-1(2H)-yl)-4-(2,3-dimethylphenoxy)butan-1-one except that tert-butyl 3-(1-(4-(2,3-dimethylphenoxy)butanoyl)-1,2,3,4-tetrahydroquinolin-5-yl)benzylcarbamate was replaced with tert-butyl 2-(3-((4-(1-(4-(2,3-dimethylphenoxy)butanoyl)-1,2,3,4-tetrahydroquinolin-5-yl)-1H-pyrazol-1-yl)methyl)benzamido)ethylcarbamate. LCMS, [M+H]+=566.3. 1H NMR (400 MHz, MeOD) δ 7.89-7.73 (m, 2H), 7.65 (s, 1H)... Starting materials: C[Si](C)(C)[N-][Si](C)(C)C.[Li+] (Lithium bis(trimethylsilyl)amide), ClC1=CC=C(C=C1)C(C(=O)OCC)C1=CC=C(C=C1)Cl (Ethyl 2,2-bis(4-chlorophenyl)acetate), BrCC#N (bromoacetonitrile). Run in O1CCCC1 (tetrahydrofuran), O1CCCC1 (tetrahydrofuran). Run at temperature -78 celsius, time 1 hour. Yields the product ClC1=CC=C(C=C1)C(C(=O)OCC)(CC#N)C1=CC=C(C=C1)Cl (Ethyl 2,2-bis(4-chlorophenyl)-3-cyanopropanoate). Reaction SMILES: [Cl:1][C:2]1[CH:7]=[CH:6][C:5]([CH:8]([C:14]2[CH:19]=[CH:18][C:17]([Cl:20])=[CH:16][CH:15]=2)[C:9]([O:11][CH2:12][CH3:13])=[O:10])=[CH:4][CH:3]=1.C[Si]([N-][Si](C)(C)C)(C)C.[Li+].Br[CH2:32][C:33]#[N:34]>O1CCCC1>[Cl:1][C:2]1[CH:3]=[CH:4][C:5]([C:8]([C:14]2[CH:15]=[CH:16][C:17]([Cl:20])=[CH:18][CH:19]=2)([CH2:32][C:33]#[N:34])[C:9]([O:11][CH2:12][CH3:13])=[O:10])=[CH:6][CH:7]=1 |f:1.2|. Reported procedure: Ethyl 2,2-bis(4-chlorophenyl)acetate (5.50 g, 17.8 mmol) was dissolved in 100 mL of dry tetrahydrofuran and cooled to −78° C. Lithium bis(trimethylsilyl)amide (1.0 M in hexane, 18.0 mL, 18.0 mmol) was added dropwise via syringe under nitrogen. The reaction was brought to 0° C., stirred for 1 hour, and then cooled to −78° C. A solution of bromoacetonitrile (1.24 mL, 17.8 mmol) dissolved in tetrahydrofuran was added, and the reaction was stirred for 2 hours while warming to room temperature. The r... Starting materials: BrCC=1C=C(C(=O)OC)C=CC1[N+](=O)[O-] (methyl 3-bromomethyl-4-nitrobenzoate), C(C)(=O)[O-].[K+] (potassium acetate). Run in C(C)(=O)O (acetic acid). Conditions: time 8 hour. The product is C(C)(=O)OCC=1C=C(C(=O)OC)C=CC1[N+](=O)[O-] (methyl 3-acetoxymethyl-4-nitrobenzoate). As a reaction SMILES: Br[CH2:2][C:3]1[CH:4]=[C:5]([CH:10]=[CH:11][C:12]=1[N+:13]([O-:15])=[O:14])[C:6]([O:8][CH3:9])=[O:7].[C:16]([O-:19])(=[O:18])[CH3:17].[K+]>C(O)(=O)C>[C:16]([O:19][CH2:2][C:3]1[CH:4]=[C:5]([CH:10]=[CH:11][C:12]=1[N+:13]([O-:15])=[O:14])[C:6]([O:8][CH3:9])=[O:7])(=[O:18])[CH3:17] |f:1.2|. Procedure: In a 5-liter three-necked round-bottomed flask equipped with a reflux condenser, overhead stirrer and nitrogen inlet, was placed 411 g of the previously prepared methyl 3-bromomethyl-4-nitrobenzoate, 441 g of anhydrous potassium acetate and 2 l of glacial acetic acid. The resulting mixture was refluxed for 4 hours, cooled to room temperature and stirred overnight. The solvent was removed in a rotary evaporator and the resulting light yellow solid treated with a mixture of 2 l of ethyl acetate an...